This data is from the Open Reaction Database (ORD), a public repository of structured organic reaction records. The task is: describe an organic reaction: reactants, conditions, products, and yield Starting materials: CNc1ccc(Br)cc1, O=S(=O)(Cl)c1ccccc1, c1ccncc1. Product: CN(c1ccc(Br)cc1)S(=O)(=O)c1ccccc1. RXN SMILES: [Br:1][c:2]1[cH:3][cH:4][c:5]([NH:6][CH3:7])[cH:8][cH:9]1.[c:10]1([S:16](=[O:17])(=[O:18])[Cl:19])[cH:11][cH:12][cH:13][cH:14][cH:15]1.[cH:20]1[cH:21][cH:22][n:23][cH:24][cH:25]1>>[Br:1][c:2]1[cH:3][cH:4][c:5]([N:6]([CH3:7])[S:16]([c:10]2[cH:11][cH:12][cH:13][cH:14][cH:15]2)(=[O:17])=[O:18])[cH:8][cH:9]1. Reactants: CCCI, Cc1c(O)cccc1C=O, [H-], [Na+], CN(C)C=O, O. Yields the product CCCOc1cccc(C=O)c1C. As a reaction SMILES: [CH2:13]([CH2:14][CH3:15])[I:16].[CH3:3][c:4]1[c:5]([CH:6]=[O:7])[cH:8][cH:9][cH:10][c:11]1[OH:12].[H-:1].[Na+:2].[O:18]=[CH:19][N:20]([CH3:21])[CH3:22].[OH2:17]>>[CH3:3][c:4]1[c:5]([CH:6]=[O:7])[cH:8][cH:9][cH:10][c:11]1[O:12][CH2:13][CH2:14][CH3:15]. The reactants are Brc1ccc(I)cc1, c1ccc(CC2CCNCC2)cc1, C1CCOC1, O=C(C=Cc1ccccc1)C=Cc1ccccc1, O=C(C=Cc1ccccc1)C=Cc1ccccc1, O=C(C=Cc1ccccc1)C=Cc1ccccc1, [Pd], [Pd]. Yields the product Brc1ccc(N2CCC(Cc3ccccc3)CC2)cc1. Reaction SMILES: [Br:1][c:2]1[cH:3][cH:4][c:5]([I:8])[cH:6][cH:7]1.[CH2:9]([c:10]1[cH:11][cH:12][cH:13][cH:14][cH:15]1)[CH:16]1[CH2:17][CH2:18][NH:19][CH2:20][CH2:21]1.[O:22]1[CH2:23][CH2:24][CH2:25][CH2:26]1.[O:29]=[C:30]([CH:31]=[CH:32][c:33]1[cH:34][cH:35][cH:36][cH:37][cH:38]1)[CH:39]=[CH:40][c:41]1[cH:42][cH:43][cH:44][cH:45][cH:46]1.[O:47]=[C:48]([CH:49]=[CH:50][c:51]1[cH:52][cH:53][cH:54][cH:55][cH:56]1)[CH:57]=[CH:58][c:59]1[cH:60][cH:61][cH:62][cH:63][cH:64]1.[O:65]=[C:66]([CH:67]=[CH:68][c:69]1[cH:70][cH:71][cH:72][cH:73][cH:74]1)[CH:75]=[CH:76][c:77]1[cH:78][cH:79][cH:80][cH:81][cH:82]1.[Pd:27].[Pd:28]>>[Br:1][c:2]1[cH:3][cH:4][c:5]([N:19]2[CH2:18][CH2:17][CH:16]([CH2:9][c:10]3[cH:11][cH:12][cH:13][cH:14][cH:15]3)[CH2:21][CH2:20]2)[cH:6][cH:7]1. Reactants: NC1=CC=C2C(=C(N(C2=C1)CC1=CC=CC=C1)C(C)C)C(=O)NCC1=CC(=C(C=C1)F)F (6-amino-1-benzyl-N-(3,4-difluorobenzyl)-2-isopropyl-1H-indole-3-carboxamide), NC1=CC=C2C(=C(N(C2=C1)CC1=CC=CC=C1)C(C)C)C(=O)NCC1=CC(=C(C=C1)F)F (6-amino-1-benzyl-N-(3,4-difluorobenzyl)-2-isopropyl-1H-indole-3-carboxamide), C(C)OC(CCCBr)=O (ethyl4-bromobutanoate). The solvent is CN1CCCC1=O (NMP), CCOC(=O)C (EtOAc). Product: C(C1=CC=CC=C1)N1C(=C(C2=CC=C(C=C12)N1C(CCC1)=O)C(=O)NCC1=CC(=C(C=C1)F)F)C(C)C (1-Benzyl-N-(3,4-difluorobenzyl)-2-isopropyl-6-(2-oxopyrrolidin-1-yl)-1H-indole-3-carboxamide). Reaction SMILES: [NH2:1][C:2]1[CH:10]=[C:9]2[C:5]([C:6]([C:21]([NH:23][CH2:24][C:25]3[CH:30]=[CH:29][C:28]([F:31])=[C:27]([F:32])[CH:26]=3)=[O:22])=[C:7]([CH:18]([CH3:20])[CH3:19])[N:8]2[CH2:11][C:12]2[CH:17]=[CH:16][CH:15]=[CH:14][CH:13]=2)=[CH:4][CH:3]=1.C([O:35][C:36](=O)[CH2:37][CH2:38][CH2:39]Br)C>CN1C(=O)CCC1.CCOC(C)=O>[CH2:11]([N:8]1[C:9]2[C:5](=[CH:4][CH:3]=[C:2]([N:1]3[CH2:39][CH2:38][CH2:37][C:36]3=[O:35])[CH:10]=2)[C:6]([C:21]([NH:23][CH2:24][C:25]2[CH:30]=[CH:29][C:28]([F:31])=[C:27]([F:32])[CH:26]=2)=[O:22])=[C:7]1[CH:18]([CH3:19])[CH3:20])[C:12]1[CH:13]=[CH:14][CH:15]=[CH:16][CH:17]=1. Reported procedure: A solution of 6-amino-1-benzyl-N-(3,4-difluorobenzyl)-2-isopropyl-1H-indole-3-carboxamide (Compound 125, 20 mg, 0.046 mmol) and ethyl4-bromobutanoate (13 μl, 0.092 mmol) in NMP (1 ml) was heated at 168° C. for 16 h, cooled to room temperature, diluted with EtOAc, washed with brine, dried over Na2SO4, and concentrated in vacuo. The residue was purified by chromatography on silica gel (0→50% EtOAc-hexanes) to yield the title compound. Starting materials: OC1=C(C2=C(C(CO2)=O)C=C1)CN1CCN(CC1)C(=O)OC(C)(C)C (tert-butyl 4-[1-(6-hydroxy-3-oxo-2,3-dihydrobenzofuran-7-yl)methyl]piperazine-1-carboxylate), BrC=1C=C2C(=NNC2=CC1)C=O (5-bromo-1H-indazole-3-carbaldehyde), N1CCCCC1 (piperidine). Run in CO (methanol), CO (methanol), CO (methanol). Conditions: temperature 60 celsius, time 2 hour. Product: OC1=C(C2=C(C(/C(/O2)=C/C2=NNC3=CC=C(C=C23)Br)=O)C=C1)CN1CCN(CC1)C(=O)OC(C)(C)C (tert-butyl (Z)-4-({6-hydroxy-3-oxo-2-[(5-bromo-1H-indazol-3-yl)methylene]-2,3-dihydrobenzofuran-7-yl}methyl)piperazine-1-carboxylate). The yield is 43.9%. Reaction SMILES: [OH:1][C:2]1[CH:11]=[CH:10][C:5]2[C:6](=[O:9])[CH2:7][O:8][C:4]=2[C:3]=1[CH2:12][N:13]1[CH2:18][CH2:17][N:16]([C:19]([O:21][C:22]([CH3:25])([CH3:24])[CH3:23])=[O:20])[CH2:15][CH2:14]1.[Br:26][C:27]1[CH:28]=[C:29]2[C:33](=[CH:34][CH:35]=1)[NH:32][N:31]=[C:30]2[CH:36]=O.N1CCCCC1>CO>[OH:1][C:2]1[CH:11]=[CH:10][C:5]2[C:6](=[O:9])/[C:7](=[CH:36]/[C:30]3[C:29]4[C:33](=[CH:34][CH:35]=[C:27]([Br:26])[CH:28]=4)[NH:32][N:31]=3)/[O:8][C:4]=2[C:3]=1[CH2:12][N:13]1[CH2:14][CH2:15][N:16]([C:19]([O:21][C:22]([CH3:25])([CH3:24])[CH3:23])=[O:20])[CH2:17][CH2:18]1. Reported procedure: A solution of tert-butyl 4-[1-(6-hydroxy-3-oxo-2,3-dihydrobenzofuran-7-yl)methyl]piperazine-1-carboxylate (0.100 g, 0.287 mmol) in methanol (1.2 mL) was added with 5-bromo-1H-indazole-3-carbaldehyde (0.0646 g, 0.287 mmol), and piperidine (0.00244 g, 0.0287 mmol) at room temperature, and the mixture was stirred at 60° C. for 2 hours. The reaction mixture was added with methanol (4 mL), suspended in methanol and thereby washed, and then the solid was collected by filtration to obtain tert-butyl (Z...